From a dataset of the Open Reaction Database (ORD), a public repository of structured organic reaction records. describe an organic reaction: reactants, conditions, products, and yield Starting materials: Cn1cc(Br)cc(Br)c1=O, O=C([O-])[O-], CN1CCn2nc(N)cc2C1, [Cs+], [Cs+], C1COCCO1, O=C(C=Cc1ccccc1)C=Cc1ccccc1, O=C(C=Cc1ccccc1)C=Cc1ccccc1, O=C(C=Cc1ccccc1)C=Cc1ccccc1, [Pd], [Pd]. RXN SMILES: [Br:12][c:13]1[c:14](=[O:21])[n:15]([CH3:20])[cH:16][c:17]([Br:19])[cH:18]1.[C:22](=[O:23])([O-:24])[O-:25].[CH3:1][N:2]1[CH2:3][c:4]2[n:5]([n:8][c:9]([NH2:11])[cH:10]2)[CH2:6][CH2:7]1.[Cs+:26].[Cs+:27].[O:28]1[CH2:29][CH2:30][O:31][CH2:32][CH2:33]1.[O:36]=[C:37]([CH:38]=[CH:39][c:40]1[cH:41][cH:42][cH:43][cH:44][cH:45]1)[CH:46]=[CH:47][c:48]1[cH:49][cH:50][cH:51][cH:52][cH:53]1.[O:54]=[C:55]([CH:56]=[CH:57][c:58]1[cH:59][cH:60][cH:61][cH:62][cH:63]1)[CH:64]=[CH:65][c:66]1[cH:67][cH:68][cH:69][cH:70][cH:71]1.[O:72]=[C:73]([CH:74]=[CH:75][c:76]1[cH:77][cH:78][cH:79][cH:80][cH:81]1)[CH:82]=[CH:83][c:84]1[cH:85][cH:86][cH:87][cH:88][cH:89]1.[Pd:34].[Pd:35]>>[CH3:1][N:2]1[CH2:3][c:4]2[n:5]([n:8][c:9]([NH:11][c:13]3[c:14](=[O:21])[n:15]([CH3:20])[cH:16][c:17]([Br:19])[cH:18]3)[cH:10]2)[CH2:6][CH2:7]1. Product: CN1CCn2nc(Nc3cc(Br)cn(C)c3=O)cc2C1. The reactants are CC(C)OC(=O)/N=N/C(=O)OC(C)C (DIAD), FC(CCO)(F)F (3,3,3-Trifluoropropanol), OCCCCCCC(=O)OC (methyl 7-hydroxyheptanoate), C1(=CC=CC=C1)P(C1=CC=CC=C1)C1=CC=CC=C1 (triphenylphosphine). Run in C1CCOC1 (THF). Run at time 15 minute. Product: FC(CCOCCCCCCC(=O)OC)(F)F (methyl 7-(3,3,3-trifluoropropoxy)heptanoate). As a reaction SMILES: [F:1][C:2]([F:7])([F:6])[CH2:3][CH2:4][OH:5].O[CH2:9][CH2:10][CH2:11][CH2:12][CH2:13][CH2:14][C:15]([O:17][CH3:18])=[O:16].C1(P(C2C=CC=CC=2)C2C=CC=CC=2)C=CC=CC=1.CC(OC(/N=N/C(OC(C)C)=O)=O)C>C1COCC1>[F:1][C:2]([F:7])([F:6])[CH2:3][CH2:4][O:5][CH2:9][CH2:10][CH2:11][CH2:12][CH2:13][CH2:14][C:15]([O:17][CH3:18])=[O:16]. Procedure details: 3,3,3-Trifluoropropanol (10 ml, 110 mmol), methyl 7-hydroxyheptanoate (133 mmol, 1.2 eq), triphenylphosphine (35 g, 133 mmol, 1.2 eq) are initially introduced in 37 ml of THF in a round-bottomed flask and introduced into an ultrasound bath for a few minutes in order to mix the substances. During the exposure to ultrasound, DIAD (26.5 ml, 133 mmol, 1.2 eq) is very slowly added dropwise (temperature rises), and the reaction mixture is left under ultrasound for 15 min. A TLC sample is taken and sub... The reactants are C(C=C)C1=C(C(C=O)=CC(=C1)F)O (3-allyl-5-fluorosalicylaldehyde), C(C=C)C1=C(C(C=O)=CC(=C1)F)O (3-allyl-5-fluorosalicylaldehyde). The reagents and catalysts are C1(=CC=CC=C1)SC1=CC=CC=C1 (diphenyl sulfide). Run in CCOC(=O)C (EtOAc). Run at time 8 hour. The product is FC=1C=C(C(=C(C=O)C1)O)CCC (5-fluoro-2-hydroxy-3-propylbenzaldehyde). Isolated yield 89.0%. Reaction SMILES: [CH2:1]([C:4]1[CH:11]=[C:10]([F:12])[CH:9]=[C:6]([CH:7]=[O:8])[C:5]=1[OH:13])[CH:2]=[CH2:3]>C1(SC2C=CC=CC=2)C=CC=CC=1.CCOC(C)=O>[F:12][C:10]1[CH:11]=[C:4]([CH2:1][CH2:2][CH3:3])[C:5]([OH:13])=[C:6]([CH:9]=1)[CH:7]=[O:8]. Procedure details: To a round-bottom flask were added aldehyde 47d (1.10 g, 6.11 mmol, 1.0 equiv.), 5% Pd/C (220 mg, 20 wt % of 47d), diphenyl sulfide (10 μL, 0.061 mmol, 0.010 equiv.), and EtOAc (25 mL, 0.25 M). The reaction mixture was stirred overnight at room temperature under an atmosphere of H2 (balloon pressure). The reaction mixture was filtered through Celite and washed thoroughly with EtOAc. The filtrate was concentrated to afford aldehyde 47e (991 mg, 89.3%) as a yellow oil. 1H-NMR (500 MHz, CDCl3) δ 11... Solvent: O (water). The product is NC1=NC(=C2N=CN(C2=N1)C1C(CC(O1)C=CP(O)(O)=O)O)NC ({2-[5-(2-Amino-6-methylamino-purin-9-yl)-4-hydroxy-tetrahydro-furan-2-yl]-vinyl}-phosphonic acid). Reaction conditions: time 3 hour. Procedure: Compound 46.2 (250 mg, crude) was dissolved in 40 wt % methylamine in water and stirred at rt for 3 h. The solution was concentrated under reduced pressure and the residue was subjected to a reverse phase HPLC to give compound 46.3 (60 mg, 35% yield). 1H NMR (CDCl3, 300 MHz): δ 2.05-2.18 (m, 2H), 2.83 (s, 3H), 4.54-4.55 (m, 1H), 4.84 (s, 1H), 5.73 (d, 1H, J=1.5), 5.89-5.95 (m, 1H), 6.22 (m, 1H), 7.64 (s, 1H). 31PNMR: 10.23 ppm. LRMS [M−H]− C12H17N6O5P requires 355.1. Found 355.1. As a reaction SMILES: [NH2:1][C:2]1[N:10]=[C:9]2[C:5]([N:6]=[CH:7][N:8]2[CH:11]2[CH:15]([O:16]C(=O)C3C=CC=CC=3)[CH2:14][CH:13]([CH:25]=[CH:26][P:27]([OH:30])([OH:29])=[O:28])[O:12]2)=[C:4](Br)[N:3]=1.[CH3:32][NH2:33]>O>[NH2:1][C:2]1[N:10]=[C:9]2[C:5]([N:6]=[CH:7][N:8]2[CH:11]2[O:12][CH:13]([CH:25]=[CH:26][P:27](=[O:28])([OH:30])[OH:29])[CH2:14][CH:15]2[OH:16])=[C:4]([NH:33][CH3:32])[N:3]=1. Isolated yield 35.0%. Reactants: NC1=NC(=C2N=CN(C2=N1)C1OC(CC1OC(C1=CC=CC=C1)=O)C=CP(=O)(O)O)Br (Benzoic acid 2-(2-amino-6-bromo-purin-9-yl)-5-(2-phosphono-vinyl)-tetrahydro-furan-3-yl ester), CN (methylamine). The reactants are ClC1=CC=C(C(=C1C(=O)O)NC1=CC=C(C=C1)OC)[N+](=O)[O-] (6-chloro-2[(4-methoxyphenyl)amino]-3-nitrobenzoic acid), P(=O)(Cl)(Cl)Cl (phosphorus oxychloride). Run in ClC1=CC=CC=C1 (chlorobenzene). Product: ClC1=CC=C(C=2NC3=CC=C(C=C3C(C12)=O)OC)[N+](=O)[O-] (1-Chloro-7-methoxy-4-nitro-9(10H)-acridinone). As a reaction SMILES: [Cl:1][C:2]1[C:7]([C:8]([OH:10])=O)=[C:6]([NH:11][C:12]2[CH:17]=[CH:16][C:15]([O:18][CH3:19])=[CH:14][CH:13]=2)[C:5]([N+:20]([O-:22])=[O:21])=[CH:4][CH:3]=1.P(Cl)(Cl)(Cl)=O>ClC1C=CC=CC=1>[Cl:1][C:2]1[C:7]2[C:8](=[O:10])[C:17]3[C:12](=[CH:13][CH:14]=[C:15]([O:18][CH3:19])[CH:16]=3)[NH:11][C:6]=2[C:5]([N+:20]([O-:22])=[O:21])=[CH:4][CH:3]=1. Procedure details: A mixute of 12.9 g of 6-chloro-2[(4-methoxyphenyl)amino]-3-nitrobenzoic acid, 25 ml of chlorobenzene and 50 ml of phosphorus oxychloride was stirred and heated to reflux temperature over a period of one hour, and held under reflux for 4.5 hours. The mixture was cooled, filtered, and the filtrate concentrated to a viscous dark residue by evaporation under reduced pressure. The evaporation residue, and the precipitate collected previously were dissolved in 130 ml of acetic acid and cautiously trea... The reactants are [Cl-].[Li+] (Lithium chloride), ice water, COC(C1=CC(=CC(=C1)[Sn](CCC)(CCC)CCC)C1=NC=C(C=C1)C)=O (3-(5-Methyl-pyridin-2-yl)-5-tripropylstannanyl-benzoic acid methyl ester), C(C)(C)C=1C(=NSN1)OS(=O)(=O)C(F)(F)F (trifluoro-methanesulfonic acid 4-isopropyl-[1,2,5]thiadiazol-3-yl ester). The reagents and catalysts are [Pd] (palladium). The solvent is C1CCOC1 (THF), C1CCOC1 (THF). As a reaction SMILES: [Cl-].[Li+].[CH3:3][O:4][C:5](=[O:29])[C:6]1[CH:11]=[C:10]([Sn](CCC)(CCC)CCC)[CH:9]=[C:8]([C:22]2[CH:27]=[CH:26][C:25]([CH3:28])=[CH:24][N:23]=2)[CH:7]=1.[CH:30]([C:33]1[C:34](OS(C(F)(F)F)(=O)=O)=[N:35][S:36][N:37]=1)([CH3:32])[CH3:31]>C1COCC1.[Pd]>[CH3:3][O:4][C:5](=[O:29])[C:6]1[CH:7]=[C:8]([C:22]2[CH:27]=[CH:26][C:25]([CH3:28])=[CH:24][N:23]=2)[CH:9]=[C:10]([C:34]2[C:33]([CH:30]([CH3:32])[CH3:31])=[N:37][S:36][N:35]=2)[CH:11]=1 |f:0.1|. Procedure: Lithium chloride (0.094 g) and palladium II tetrakis(triphenylphosphine) (0.048 g) were suspended in dry THF under nitrogen atmosphere. To this suspension was added a solution of 3-(5-Methyl-pyridin-2-yl)-5-tripropylstannanyl-benzoic acid methyl ester (0.656 g, 1.27 mmol) and trifluoro-methanesulfonic acid 4-isopropyl-[1,2,5]thiadiazol-3-yl ester (0.26 g, 0.942 mmol) in 6 mL of dry THF. The reaction mixture was heated to reflux for 70 hours. The reaction mixture was cooled to room temperature an... Product: COC(C1=CC(=CC(=C1)C1=NC=C(C=C1)C)C1=NSN=C1C(C)C)=O (3-(4-isopropyl-[1,2,5]thiadiazol-3-yl)-5-(5-methyl-pyridin-2-yl)-benzoic acid methyl ester). Isolated yield 35.4%.